This data is from the Open Reaction Database (ORD), a public repository of structured organic reaction records. The task is: describe an organic reaction: reactants, conditions, products, and yield Yields the product NC1=C2C=NN(C2=CC=C1)C(=O)OC (methyl 4-amino-1H-indazole-1-carboxylate). Reaction conditions: temperature 80 celsius. As a reaction SMILES: [N+:1]([C:4]1[CH:12]=[CH:11][CH:10]=[C:9]2[C:5]=1[CH:6]=[N:7][N:8]2[C:13]([O:15][CH3:16])=[O:14])([O-])=O.[H][H]>C(O)C.[Pd]>[NH2:1][C:4]1[CH:12]=[CH:11][CH:10]=[C:9]2[C:5]=1[CH:6]=[N:7][N:8]2[C:13]([O:15][CH3:16])=[O:14]. Reagents/catalysts: [Pd] (Pd/C). The solvent is C(C)O (ethanol). Reported procedure: Methyl 4-nitro-1H-indazole-1-carboxylate 1.66 g, 7.5 mmol) and 10% Pd/C were combined in ethanol (20 mL) and exposed to a hydrogen atmosphere. The reaction mixture was heated at 80° C. for 20 minutes, allowed to cool to room temperature, and filtered through Celite. The filtrate was evaporated to provide title compound. 1H NMR (300 MHz, DMSO-d6) δ 6.1 (s, 2H), 6.41 (dd, 1H), 7.21 (m, 2H), 8.42 (s, 1H). The reactants are [N+](=O)([O-])C1=C2C=NN(C2=CC=C1)C(=O)OC (Methyl 4-nitro-1H-indazole-1-carboxylate), [H][H] (hydrogen). Starting materials: C(CCC)N (n-butylamine), C(C)(C)(C)C=1C=C(C(=O)Cl)C=C(C1O)C(C)(C)C (3,5-di-t-butyl-4-hydroxybenzoyl chloride). The product is C(CCC)NC(C1=CC(=C(C(=C1)C(C)(C)C)O)C(C)(C)C)=O (N-n-butyl-3,5-di-t-butyl-4-hydroxybenzamide). RXN SMILES: [CH2:1]([NH2:5])[CH2:2][CH2:3][CH3:4].[C:6]([C:10]1[CH:11]=[C:12]([CH:16]=[C:17]([C:20]([CH3:23])([CH3:22])[CH3:21])[C:18]=1[OH:19])[C:13](Cl)=[O:14])([CH3:9])([CH3:8])[CH3:7]>>[CH2:1]([NH:5][C:13](=[O:14])[C:12]1[CH:16]=[C:17]([C:20]([CH3:21])([CH3:22])[CH3:23])[C:18]([OH:19])=[C:10]([C:6]([CH3:9])([CH3:8])[CH3:7])[CH:11]=1)[CH2:2][CH2:3][CH3:4]. Reported procedure: In the manner of Example 1, n-butylamine was reacted with 3,5-di-t-butyl-4-hydroxybenzoyl chloride to produce N-n-butyl-3,5-di-t-butyl-4-hydroxybenzamide; melting point 181°-183°C. When tested by the procedure in Example 2, the sample containing this compound lasted 950 hours, about 3.2 times as long as the control. Starting materials: Cl (HCl), C(CCC)C1=NC(=C(N1CC1=CC=C(C=C1)C1=C(C=CC=C1)C1=NN=NN1C(C)OCC)C(O)C1=NC(=CC=C1)CN(CC)CC)Cl ({2-butyl-5-chloro-3-[(2'-(1-(1-ethoxyethyl)-1H-tetrazol-5-yl)biphenyl-4-yl)methyl]-3H-imidazol-4-yl}[6-((diethylamino)methyl)pyridin-2-yl]methanol), [OH-].[Na+] (NaOH). Run in O1CCCC1 (tetrahydrofuran). Reaction conditions: time 8 hour. Product: C(CCC)C1=NC(=C(N1CC1=CC=C(C=C1)C1=C(C=CC=C1)C1=NN=NN1)C(O)C1=NC(=CC=C1)CN(CC)CC)Cl ({2-butyl-5-chloro-3-[(2'-(1H-tetrazol-5-yl)biphenyl-4-yl)methyl]-3H-imidazol-4-yl}[6-((diethylamino)methyl)pyridin-2-yl]methanol). The yield is 77.4%. Reaction SMILES: [CH2:1]([C:5]1[N:9]([CH2:10][C:11]2[CH:16]=[CH:15][C:14]([C:17]3[CH:22]=[CH:21][CH:20]=[CH:19][C:18]=3[C:23]3[N:27](C(OCC)C)[N:26]=[N:25][N:24]=3)=[CH:13][CH:12]=2)[C:8]([CH:33]([C:35]2[CH:40]=[CH:39][CH:38]=[C:37]([CH2:41][N:42]([CH2:45][CH3:46])[CH2:43][CH3:44])[N:36]=2)[OH:34])=[C:7]([Cl:47])[N:6]=1)[CH2:2][CH2:3][CH3:4].Cl.[OH-].[Na+]>O1CCCC1>[CH2:1]([C:5]1[N:9]([CH2:10][C:11]2[CH:16]=[CH:15][C:14]([C:17]3[CH:22]=[CH:21][CH:20]=[CH:19][C:18]=3[C:23]3[NH:27][N:26]=[N:25][N:24]=3)=[CH:13][CH:12]=2)[C:8]([CH:33]([C:35]2[CH:40]=[CH:39][CH:38]=[C:37]([CH2:41][N:42]([CH2:43][CH3:44])[CH2:45][CH3:46])[N:36]=2)[OH:34])=[C:7]([Cl:47])[N:6]=1)[CH2:2][CH2:3][CH3:4] |f:2.3|. Reported procedure: 49.7 mg (0.076 mmole) of the compound obtained in step 1 was dissolved in 1 ml of tetrahydrofuran and to the resulting solution was added 0.5 ml of aqueous 1N HCl solution. The resultant was stirred for 8 hours at room temperature, neutralized with aqueous 1N NaOH solution, concentrated under reduced pressure and purified with silica gel column chromatography to obtain 34.4 mg of the title compound (yield 77%). The reactants are BrC1=CC=2N(C=C1)C(=CN2)C(=O)NC2=C1C(=NN(C1=CC=C2)CC2=NC(=CC=C2)C)C (7-bromo-N-(3-methyl-1-((6-methylpyridin-2-yl)methyl)-1H-indazol-4-yl)imidazo[1,2-a]pyridine-3-carboxamide), CC1(OB(OC1(C)C)C=1C=NN(C1)C(=O)OC(C)(C)C)C (tert-butyl 4-(4,4,5,5-tetramethyl-1,3,2-dioxaborolan-2-yl)-1H-pyrazole-1-carboxylate). The product is CC1=NN(C2=CC=CC(=C12)NC(=O)C1=CN=C2N1C=CC(=C2)C=2C=NNC2)CC2=NC(=CC=C2)C (N-(3-methyl-1-((6-methylpyridin-2-yl)methyl)-1H-indazol-4-yl)-7-(1H-pyrazol-4-yl)imidazo[1,2-a]pyridine-3-carboxamide). RXN SMILES: Br[C:2]1[CH:7]=[CH:6][N:5]2[C:8]([C:11]([NH:13][C:14]3[CH:22]=[CH:21][CH:20]=[C:19]4[C:15]=3[C:16]([CH3:31])=[N:17][N:18]4[CH2:23][C:24]3[CH:29]=[CH:28][CH:27]=[C:26]([CH3:30])[N:25]=3)=[O:12])=[CH:9][N:10]=[C:4]2[CH:3]=1.CC1(C)C(C)(C)OB([C:40]2[CH:41]=[N:42][N:43](C(OC(C)(C)C)=O)[CH:44]=2)O1>>[CH3:31][C:16]1[C:15]2[C:19](=[CH:20][CH:21]=[CH:22][C:14]=2[NH:13][C:11]([C:8]2[N:5]3[CH:6]=[CH:7][C:2]([C:40]4[CH:41]=[N:42][NH:43][CH:44]=4)=[CH:3][C:4]3=[N:10][CH:9]=2)=[O:12])[N:18]([CH2:23][C:24]2[CH:29]=[CH:28][CH:27]=[C:26]([CH3:30])[N:25]=2)[N:17]=1. Procedure details: Prepared according to procedure of Example 68 using 7-bromo-N-(3-methyl-1-((6-methylpyridin-2-yl)methyl)-1H-indazol-4-yl)imidazo[1,2-a]pyridine-3-carboxamide and tert-butyl 4-(4,4,5,5-tetramethyl-1,3,2-dioxaborolan-2-yl)-1H-pyrazole-1-carboxylate. MS (ES+APCI) m/z=463 (M+H) detected. Reactants: N#CCBr, CC(C)(C)OC(=O)N1CCNC(=O)C1, C1CCOC1, CCCC[N+](CCCC)(CCCC)CCCC, [H-], [I-], [Na+]. Product: CC(C)(C)OC(=O)N1CCN(CC#N)C(=O)C1. RXN SMILES: [Br:17][CH2:18][C:19]#[N:20].[C:1]([CH3:2])([CH3:3])([CH3:4])[O:5][C:6](=[O:7])[N:8]1[CH2:9][C:10](=[O:14])[NH:11][CH2:12][CH2:13]1.[CH2:21]1[O:22][CH2:23][CH2:24][CH2:25]1.[CH2:27]([N+:28]([CH2:29][CH2:30][CH2:31][CH3:32])([CH2:33][CH2:34][CH2:35][CH3:36])[CH2:37][CH2:38][CH2:39][CH3:40])[CH2:41][CH2:42][CH3:43].[H-:15].[I-:26].[Na+:16]>>[C:1]([CH3:2])([CH3:3])([CH3:4])[O:5][C:6](=[O:7])[N:8]1[CH2:9][C:10](=[O:14])[N:11]([CH2:18][C:19]#[N:20])[CH2:12][CH2:13]1.